Dataset: the Open Reaction Database (ORD), a public repository of structured organic reaction records. Task: describe an organic reaction: reactants, conditions, products, and yield Starting materials: COC=1C=C(C=C(C1OC)OC)CCC1=C(C=CC=C1)O (2-[2-(3,4,5-trimethoxyphenyl)ethyl]phenol), CC(C)([O-])C.[K+] (potassium t-butoxide), Cl.ClCCC1N(CCC1)C (2-(2-chloroethyl)-1-methylpyrrolidine hydrochloride). Solvent: CC(=O)N(C)C (dimethylacetamide). The product is CN1C(CCC1)CCOC1=C(C=CC=C1)CCC1=CC(=C(C(=C1)OC)OC)OC (1-Methyl-2-(2-{2-[2-(3,4,5-trimethoxyphenyl)ethyl]phenoxy}ethyl)pyrrolidine). Yield: 65.0%. As a reaction SMILES: [CH3:1][O:2][C:3]1[CH:4]=[C:5]([CH2:13][CH2:14][C:15]2[CH:20]=[CH:19][CH:18]=[CH:17][C:16]=2[OH:21])[CH:6]=[C:7]([O:11][CH3:12])[C:8]=1[O:9][CH3:10].CC(C)([O-])C.[K+].Cl.Cl[CH2:30][CH2:31][CH:32]1[CH2:36][CH2:35][CH2:34][N:33]1[CH3:37]>CC(N(C)C)=O>[CH3:37][N:33]1[CH2:34][CH2:35][CH2:36][CH:32]1[CH2:31][CH2:30][O:21][C:16]1[CH:17]=[CH:18][CH:19]=[CH:20][C:15]=1[CH2:14][CH2:13][C:5]1[CH:6]=[C:7]([O:11][CH3:12])[C:8]([O:9][CH3:10])=[C:3]([O:2][CH3:1])[CH:4]=1 |f:1.2,3.4|. Procedure: Following a procedure similar to that described in Example 35(a), 1.00 g of 2-[2-(3,4,5-trimethoxyphenyl)ethyl]phenol (prepared as described in Preparation 28), 1.18 g of potassium t-butoxide and 0.958 g of 2-(2-chloroethyl)-1-methylpyrrolidine hydrochloride were reacted in 10 ml of dimethylacetamide. The mixture was then worked up as described in Example 35(a), and the crude product thus obtained was purified by column chromatography through silica gel, using a 10:1 by volume mixture of methyle... Reactants: [Br-], CON(C)C(=O)c1ccon1, C=C[Mg+], Cl, C1CCOC1. The product is C=CC(=O)c1ccon1. Reaction SMILES: [Br-:12].[CH3:1][O:2][N:3]([C:4](=[O:5])[c:6]1[n:7][o:8][cH:9][cH:10]1)[CH3:11].[CH:13](=[CH2:14])[Mg+:15].[ClH:16].[O:17]1[CH2:18][CH2:19][CH2:20][CH2:21]1>>[C:4](=[O:5])([c:6]1[n:7][o:8][cH:9][cH:10]1)[CH:13]=[CH2:14]. Reactants: C([O-])(O)=O.[Na+] (sodium bicarbonate), CC1([C@@H]([C@@H]1CC(C)=O)C(=O)O)C ((1R,cis)-2,2-dimethyl-3-(2-oxopropyl)cyclopropanecarboxylic acid), Cl.C(C)(C)ON (isopropoxyamine hydrochloride). Run in O (water). Run at time 4.5 hour. The product is CC1([C@@H]([C@@H]1CC(C)=NOC(C)C)C(=O)O)C ((1R, cis)-2,2-Dimethyl-3-(2-(isopropoxyimino)propyl)cyclopropanecarboxylic acid). RXN SMILES: C(=O)(O)[O-].[Na+].[CH3:6][C:7]1([CH3:17])[C@@H:9]([CH2:10][C:11](=O)[CH3:12])[C@H:8]1[C:14]([OH:16])=[O:15].Cl.[CH:19]([O:22][NH2:23])([CH3:21])[CH3:20]>O>[CH3:6][C:7]1([CH3:17])[C@@H:9]([CH2:10][C:11](=[N:23][O:22][CH:19]([CH3:21])[CH3:20])[CH3:12])[C@H:8]1[C:14]([OH:16])=[O:15] |f:0.1,3.4|. Procedure: To a solution of 1.85 g of sodium bicarbonate in 50 ml of water, were added 1.70 g of (1R,cis)-2,2-dimethyl-3-(2-oxopropyl)cyclopropanecarboxylic acid and 1.15 g of isopropoxyamine hydrochloride at room temperature. The reaction mixture was stirred at room temperature for 4.5 hours and filtered through celite. The filtrate was acidified with concentrated hydrochloric acid to a pH of 2, and extracted with methylene chloride. The organic extract was washed with a sodium chloride solution, dried ov...